describe an organic reaction: reactants, conditions, products, and yield From a dataset of the Open Reaction Database (ORD), a public repository of structured organic reaction records. Starting materials: CCCCCCC(C)(C)c1ccc(C2CN(Cc3ccccc3)CCC2O)c(OCc2ccccc2)c1, CC(=O)O, CC(C)=O, [NH4+], O=[Cr](=O)=O, [OH-], O, O=S(=O)(O)O. Product: CCCCCCC(C)(C)c1ccc(C2CN(Cc3ccccc3)CCC2=O)c(OCc2ccccc2)c1. RXN SMILES: [CH2:1]([c:2]1[cH:3][cH:4][cH:5][cH:6][cH:7]1)[N:8]1[CH2:9][CH:10]([c:15]2[c:16]([O:30][CH2:31][c:32]3[cH:33][cH:34][cH:35][cH:36][cH:37]3)[cH:17][c:18]([C:21]([CH2:22][CH2:23][CH2:24][CH2:25][CH2:26][CH3:27])([CH3:28])[CH3:29])[cH:19][cH:20]2)[CH:11]([OH:14])[CH2:12][CH2:13]1.[CH3:49][C:50](=[O:51])[OH:52].[CH3:54][C:55](=[O:56])[CH3:57].[NH4+:47].[O:38]=[Cr:39](=[O:40])=[O:41].[OH-:48].[OH2:53].[S:42](=[O:43])(=[O:44])([OH:45])[OH:46]>>[CH2:1]([c:2]1[cH:3][cH:4][cH:5][cH:6][cH:7]1)[N:8]1[CH2:9][CH:10]([c:15]2[c:16]([O:30][CH2:31][c:32]3[cH:33][cH:34][cH:35][cH:36][cH:37]3)[cH:17][c:18]([C:21]([CH2:22][CH2:23][CH2:24][CH2:25][CH2:26][CH3:27])([CH3:28])[CH3:29])[cH:19][cH:20]2)[C:11](=[O:14])[CH2:12][CH2:13]1. Starting materials: C(C)OC(CN1N=CC2=C1C=1C=C(C=CC1OC2=O)C)=O ((8-Methyl-4-oxo-4H-chromeno[4,3-C]pyrazol-1-yl)-acetic acid ethyl ester), Cl (HCl), [Li+].[OH-] (LiOH), resultant mixture. The solvent is C1CCOC1 (THF). Yields the product C(=O)(O)CN1N=CC(=C1C1=C(C=CC(=C1)C)O)C(=O)O (1-Carboxymethyl-5-(2-hydroxy-5-methyl-phenyl)-1H-pyrazole-4-carboxylic acid). RXN SMILES: C([O:3][C:4](=[O:21])[CH2:5][N:6]1[C:10]2[C:11]3[CH:12]=[C:13]([CH3:20])[CH:14]=[CH:15][C:16]=3[O:17][C:18](=[O:19])[C:9]=2[CH:8]=[N:7]1)C.[Li+].[OH-:23].Cl>C1COCC1>[C:4]([CH2:5][N:6]1[C:10]([C:11]2[CH:12]=[C:13]([CH3:20])[CH:14]=[CH:15][C:16]=2[OH:23])=[C:9]([C:18]([OH:17])=[O:19])[CH:8]=[N:7]1)([OH:3])=[O:21] |f:1.2|. Procedure: To a solution of (8-Methyl-4-oxo-4H-chromeno[4,3-C]pyrazol-1-yl)-acetic acid ethyl ester g (1 mmol, 286 mg) in THF (4 mL) was added 1M aq. LiOH (2 mL, 2 mmol) was added and the resultant mixture was stirred for 2 h at rt. The reaction mixture was neutralized with 1N HCl, and concentrated in vacuo to remove THF. The crude residue was extracted with ethyl acetate (3×20 mL). The combined organic extracts were dried over Na2SO4, and concentrated to provide the desired product h that is used without ... Reactants: CN1C(N(C=2C(C1=O)=CNN2)CC(C)(C)C)=O (5-methyl-7-neopentyl-2H-pyrazolo[3,4-d]pyrimidine-4,6(5H,7H)-dione), BrCC1=CC=C(C=C1)N1N=CN=C1 (1-(4-(bromomethyl)phenyl)-1H-1,2,4-triazole), C(=O)([O-])[O-].[K+].[K+] (K2CO3). The solvent is CN(C)C=O (DMF). Conditions: time 5 hour. Product: N1(N=CN=C1)C1=CC=C(CN2N=C3N(C(N(C(C3=C2)=O)C)=O)CC(C)(C)C)C=C1 (2-(4-(1H-1,2,4-triazol-1-yl)benzyl)-5-methyl-7-neopentyl-2H-pyrazolo[3,4-d]pyrimidine-4,6(5H,7H)-dione). Yield: 101.1%. As a reaction SMILES: [CH3:1][N:2]1[C:7](=[O:8])[C:6]2=[CH:9][NH:10][N:11]=[C:5]2[N:4]([CH2:12][C:13]([CH3:16])([CH3:15])[CH3:14])[C:3]1=[O:17].Br[CH2:19][C:20]1[CH:25]=[CH:24][C:23]([N:26]2[CH:30]=[N:29][CH:28]=[N:27]2)=[CH:22][CH:21]=1.C([O-])([O-])=O.[K+].[K+]>CN(C=O)C>[N:26]1([C:23]2[CH:24]=[CH:25][C:20]([CH2:19][N:10]3[CH:9]=[C:6]4[C:5]([N:4]([CH2:12][C:13]([CH3:14])([CH3:16])[CH3:15])[C:3](=[O:17])[N:2]([CH3:1])[C:7]4=[O:8])=[N:11]3)=[CH:21][CH:22]=2)[CH:30]=[N:29][CH:28]=[N:27]1 |f:2.3.4|. Procedure: 5-methyl-7-neopentyl-2H-pyrazolo[3,4-d]pyrimidine-4,6(5H,7H)-dione (200 mg, 0.847 mmol), 1-(4-(bromomethyl)phenyl)-1H-1,2,4-triazole (202 mg, 0.847 mmol) and K2CO3 (117 mg, 0.847 mmol) are suspended in 5 mL of anhydrous DMF. The reaction mixture is stirred at room temperature for 5 h, and then evaporated to dryness under reduced pressure. The residue is treated with water, and then extracted with dichloromethane three times. The combined organic phase is dried with anhydrous sodium sulfate, filt... Reactants: CCCCP(CCCC)CCCC, C1CCOC1, O=C1Nc2c(F)cccc2C1c1cc2c(cc1O)OCO2, CC(C)(C)OC(=O)N=NC(=O)OC(C)(C)C. Product: O=C1Nc2c(F)cccc2C12COc1cc3c(cc12)OCO3. Reaction SMILES: [CH2:22]([P:23]([CH2:24][CH2:25][CH2:26][CH3:27])[CH2:28][CH2:29][CH2:30][CH3:31])[CH2:32][CH2:33][CH3:34].[CH2:51]1[O:52][CH2:53][CH2:54][CH2:55]1.[F:1][c:2]1[cH:3][cH:4][cH:5][c:6]2[c:10]1[NH:9][C:8](=[O:11])[CH:7]2[c:12]1[cH:13][c:14]2[c:15]([cH:19][c:20]1[OH:21])[O:16][CH2:17][O:18]2.[N:35]([C:36]([O:37][C:38]([CH3:39])([CH3:40])[CH3:41])=[O:42])=[N:43][C:44]([O:45][C:46]([CH3:47])([CH3:48])[CH3:49])=[O:50]>>[F:1][c:2]1[cH:3][cH:4][cH:5][c:6]2[c:10]1[NH:9][C:8](=[O:11])[C:7]21[c:12]2[cH:13][c:14]3[c:15]([cH:19][c:20]2[O:21][CH2:22]1)[O:16][CH2:17][O:18]3. Starting materials: O=Cc1cccc(F)c1F, O=C1CCC(=O)N1Br, O, O=S(=O)(O)O. The product is O=Cc1cc(Br)cc(F)c1F. RXN SMILES: [F:1][c:2]1[c:3]([CH:4]=[O:5])[cH:6][cH:7][cH:8][c:9]1[F:10].[O:11]=[C:12]1[N:13]([Br:18])[C:14](=[O:15])[CH2:16][CH2:17]1.[OH2:19].[S:20](=[O:21])(=[O:22])([OH:23])[OH:24]>>[F:1][c:2]1[c:3]([CH:4]=[O:5])[cH:6][c:7]([Br:18])[cH:8][c:9]1[F:10].